Dataset: the Open Reaction Database (ORD), a public repository of structured organic reaction records. Task: describe an organic reaction: reactants, conditions, products, and yield As a reaction SMILES: [CH3:22][C:23]#[N:24].[Cl:18][CH2:19][Cl:20].[Cl:1][CH2:2][C:3](=[O:4])[c:5]1[c:6]([Cl:12])[cH:7][c:8]([Cl:11])[cH:9][cH:10]1.[OH2:21].[nH:13]1[cH:14][n:15][cH:16][cH:17]1>>[CH2:2]([C:3](=[O:4])[c:5]1[c:6]([Cl:12])[cH:7][c:8]([Cl:11])[cH:9][cH:10]1)[n:13]1[cH:14][n:15][cH:16][cH:17]1. Starting materials: CC#N, ClCCl, O=C(CCl)c1ccc(Cl)cc1Cl, O, c1c[nH]cn1. Product: O=C(Cn1ccnc1)c1ccc(Cl)cc1Cl.